This data is from the Open Reaction Database (ORD), a public repository of structured organic reaction records. The task is: describe an organic reaction: reactants, conditions, products, and yield Reactants: solution, C(=C)[Mg]Cl (vinylmagnesium chloride), COC1=NC(=NC(=C1)OC)OC=1C=CC=C2C(OC(=O)C12)O (7-[(4,6-dimethoxy-pyrimidin-2-yl)oxy]-3-hydroxy-phthalide), C(=C)[Mg]Cl (vinylmagnesium chloride), Cl (hydrochloric acid). The solvent is O1CCCC1 (tetrahydrofuran), O1CCCC1 (tetrahydrofuran). Conditions: time 16 hour. Yields the product C(=C)C1OC(=O)C2=CC=CC=C12 (3-vinyl-phthalide). As a reaction SMILES: COC1C=C(OC)N=C(O[C:12]2[CH:13]=[CH:14][CH:15]=[C:16]3[C:21]=2[C:19](=O)[O:18][CH:17]3[OH:22])N=1.[CH:23]([Mg]Cl)=[CH2:24].Cl>O1CCCC1>[CH:23]([CH:19]1[C:21]2[C:16](=[CH:15][CH:14]=[CH:13][CH:12]=2)[C:17](=[O:22])[O:18]1)=[CH2:24]. Procedure: 3.6 g of 7-[(4,6-dimethoxy-pyrimidin-2-yl)oxy]-3-hydroxyphthalide (see Example 84) are placed in 60 ml of absolute tetrahydrofuran at -45° C., and the solution is treated within 10 minutes with 18 ml of a 2M solution of vinylmagnesium chloride solution in tetrahydrofuran. The reaction solution is then stirred for approximately 16 hours at room temperature, a further 6 ml of vinylmagnesium chloride solution are added and the reaction solution is heated at reflux temperature for a further hour. Wh...